This data is from the Open Reaction Database (ORD), a public repository of structured organic reaction records. The task is: describe an organic reaction: reactants, conditions, products, and yield Product: C(C)(C)(C)OC(=O)NCC1=CC=C(OCC(=O)O)C=C1 (2-(4-tert-Butoxycarbonylaminomethyl-phenoxy)acetic Acid). RXN SMILES: [C:1]([O:5][C:6]([NH:8][CH2:9][C:10]1[CH:21]=[CH:20][C:13]([O:14][CH2:15][C:16]([O:18]C)=[O:17])=[CH:12][CH:11]=1)=[O:7])([CH3:4])([CH3:3])[CH3:2].[OH-].[Na+].C(OC(NCC1C=C(CCC(O)=O)C=CC=1)=O)(C)(C)C>O1CCCC1>[C:1]([O:5][C:6]([NH:8][CH2:9][C:10]1[CH:11]=[CH:12][C:13]([O:14][CH2:15][C:16]([OH:18])=[O:17])=[CH:20][CH:21]=1)=[O:7])([CH3:4])([CH3:2])[CH3:3] |f:1.2|. The reactants are C(C)(C)(C)OC(=O)NCC1=CC=C(OCC(=O)OC)C=C1 (methyl 2-(4-tert-butoxycarbonylaminomethyl-phenoxy)acetate), C(C)(C)(C)OC(=O)NCC=1C=C(C=CC1)CCC(=O)O (3-(3-tert-butyloxycarbonylaminomethylphenyl)propionic acid), C(C)(C)(C)OC(=O)NCC1=CC=C(OCC(=O)OC)C=C1 (methyl 2-(4-tert-butoxycarbonylaminomethyl-phenoxy)acetate), [OH-].[Na+] (sodium hydroxide). Procedure details: 1 g of methyl 2-(4-tert-butoxycarbonylaminomethyl-phenoxy)acetate (starting material D3) is saponified with 4.1 ml 1N aqueous sodium hydroxide solution in 10 ml tetrahydrofurane as described for starting material C2. Yield: 0.7g; the mass spectrum shows the molecular peak MNa+ at 304 Da. The solvent is O1CCCC1 (tetrahydrofurane). Starting materials: ClC1=NC=C(C(=N1)NC1=CC2=C(C=C1)OCCO2)F (2-chloro-N4-(3,4-ethylenedioxyphenyl)-5-fluoro-4-pyrimidineamine), COC=1C=CC(=C(N)C1)C (5-methoxy-2-methylaniline). Yields the product C1OC=2C=C(C=CC2OC1)NC1=NC(=NC=C1F)NC1=C(C=CC(=C1)OC)C (N4-(3,4-ethylenedioxyphenyl)-5-fluoro-N2-(5-methoxy-2-methylphenyl)-2,4-pyrimidinediamine). Reaction SMILES: Cl[C:2]1[N:7]=[C:6]([NH:8][C:9]2[CH:14]=[CH:13][C:12]3[O:15][CH2:16][CH2:17][O:18][C:11]=3[CH:10]=2)[C:5]([F:19])=[CH:4][N:3]=1.[CH3:20][O:21][C:22]1[CH:23]=[CH:24][C:25]([CH3:29])=[C:26]([CH:28]=1)[NH2:27]>>[CH2:17]1[CH2:16][O:15][C:12]2[CH:13]=[CH:14][C:9]([NH:8][C:6]3[C:5]([F:19])=[CH:4][N:3]=[C:2]([NH:27][C:26]4[CH:28]=[C:22]([O:21][CH3:20])[CH:23]=[CH:24][C:25]=4[CH3:29])[N:7]=3)=[CH:10][C:11]=2[O:18]1. Procedure details: In like manner to the preparation of 5-fluoro-N4-(3-hydroxyphenyl)-N2-[4-(3-phenyl-1,2,4-oxadiazol-5-yl)methyleneoxyphenyl]-2,4-pyrimidinediamine, 2-chloro-N4-(3,4-ethylenedioxyphenyl)-5-fluoro-4-pyrimidineamine and 5-methoxy-2-methylaniline were reacted to provide N4-(3,4-ethylenedioxyphenyl)-5-fluoro-N2-(5-methoxy-2-methylphenyl)-2,4-pyrimidinediamine. 1H NMR (CDCl3): δ 7.91 (bs, 1H), 7.61 (d, 1H, J=2.1 Hz), 7.17 (d, 1H, J=3.0 Hz), 7.05 (d, 1H, J=9.3 Hz), 7.03 (dd, 1H, J=3.0 and 8.7 Hz), 6.82 ... Reactants: CNC(=O)c1ccccc1Nc1nc(Cl)ncc1C(F)(F)F, COCCN1C(=O)CCCc2cc(N)ccc21. The product is CNC(=O)c1ccccc1Nc1nc(Nc2ccc3c(c2)CCCC(=O)N3CCOC)ncc1C(F)(F)F. RXN SMILES: [Cl:1][c:2]1[n:3][cH:4][c:5]([C:19]([F:20])([F:21])[F:22])[c:6]([NH:8][c:9]2[c:10]([C:11](=[O:12])[NH:13][CH3:14])[cH:15][cH:16][cH:17][cH:18]2)[n:7]1.[NH2:23][c:24]1[cH:25][c:26]2[c:27]([cH:38][cH:39]1)[N:28]([CH2:34][CH2:35][O:36][CH3:37])[C:29](=[O:33])[CH2:30][CH2:31][CH2:32]2>>[c:2]1([NH:23][c:24]2[cH:25][c:26]3[c:27]([cH:38][cH:39]2)[N:28]([CH2:34][CH2:35][O:36][CH3:37])[C:29](=[O:33])[CH2:30][CH2:31][CH2:32]3)[n:3][cH:4][c:5]([C:19]([F:20])([F:21])[F:22])[c:6]([NH:8][c:9]2[c:10]([C:11](=[O:12])[NH:13][CH3:14])[cH:15][cH:16][cH:17][cH:18]2)[n:7]1. Starting materials: FC(C(=O)N1CC2=CC=CC=C2CC1)(F)F (2-trifluoroacetyl-1,2,3,4-tetrahydroisoquinoline), ClS(=O)(=O)O (chlorosulfonic acid). Solvent: C(Cl)(Cl)Cl (chloroform). Run at time 8 hour. Yields the product FC(C(=O)N1CC2=CC(=CC=C2CC1)S(=O)(=O)Cl)(F)F (2-trifluoroacetyl-7-chlorosulfonyl-1,2,3,4-tetrahydroisoquinoline). RXN SMILES: [F:1][C:2]([F:16])([F:15])[C:3]([N:5]1[CH2:14][CH2:13][C:12]2[C:7](=[CH:8][CH:9]=[CH:10][CH:11]=2)[CH2:6]1)=[O:4].[Cl:17][S:18](O)(=[O:20])=[O:19]>C(Cl)(Cl)Cl>[F:16][C:2]([F:1])([F:15])[C:3]([N:5]1[CH2:14][CH2:13][C:12]2[C:7](=[CH:8][C:9]([S:18]([Cl:17])(=[O:20])=[O:19])=[CH:10][CH:11]=2)[CH2:6]1)=[O:4]. Reported procedure: To a solution of 2-trifluoroacetyl-1,2,3,4-tetrahydroisoquinoline 45.84 g. (0.2 mole) in 300 ml. of chloroform was added slowly 82.4 ml. (1.24 mole) of chlorosulfonic acid. The solution was stirred and the temperature allowed to come down to 25° C. The solution was quenched in ice water and extracted with chloroform. The extract was washed with water and dried over magnesium sulfate and concentrated. The residue was treated with ether and allowed to stand overnight. The resultant solid was filte... The reactants are OC=1C=NC=CC1 (3-Hydroxypyridine), [H-].[Na+] (sodiumhydride), C1CCOC1 (THF), ClC1=NC(=CC=C1C=CC(=O)O)C(F)(F)F (3-(2-Chloro-6-trifluoromethyl-pyridin-3-yl)-acrylic acid). The product is N1=CC(=CC=C1)OC1=C(C=CC(=C1)C(F)(F)F)C=CC(=O)O (3-[2-(Pyridin-3-yloxy)-4-trifluoromethyl-phenyl]-acrylic acid). As a reaction SMILES: [OH:1][C:2]1[CH:3]=[N:4][CH:5]=[CH:6][CH:7]=1.[H-].[Na+].Cl[C:11]1[C:16]([CH:17]=[CH:18][C:19]([OH:21])=[O:20])=[CH:15][CH:14]=[C:13]([C:22]([F:25])([F:24])[F:23])N=1.[CH2:26]1COCC1>>[N:4]1[CH:5]=[CH:6][CH:7]=[C:2]([O:1][C:11]2[CH:26]=[C:13]([C:22]([F:25])([F:24])[F:23])[CH:14]=[CH:15][C:16]=2[CH:17]=[CH:18][C:19]([OH:21])=[O:20])[CH:3]=1 |f:1.2|. Reported procedure: 3-Hydroxypyridine (69.1 mg) and sodiumhydride (65 mg, 1.6 mmol) were added in THF. 3-(2-Chloro-6-trifluoromethyl-pyridin-3-yl)-acrylic acid (156 mg, 0.620 mmol) was added the reaction mixture. The reaction mixture was purified to yield the title compound (15 mg) after purification by column chromatography (Hex/EtOAc=1/4). Starting materials: [BH4-].[Na+] (NaBH4), O(C1=CC=CC=C1)C1=C(C=CC=C1)N (2-phenoxy-phenylamine), C1OC2=C(C=O)C=CC=C2O1 (2,3-(methylenedioxy)-benzaldehyde), CO (MeOH). The solvent is C(=O)O (Formic acid). Reaction conditions: temperature 90 celsius, time 24 hour. Yields the product O1COC2=C1C=CC=C2CNC2=C(C=CC=C2)OC2=CC=CC=C2 (N-(benzo[1,3]dioxol-4-ylmethyl)-N-(2-phenyloxy-phenyl) amine). The yield is 50.8%. As a reaction SMILES: [O:1]([C:8]1[CH:13]=[CH:12][CH:11]=[CH:10][C:9]=1[NH2:14])[C:2]1[CH:7]=[CH:6][CH:5]=[CH:4][CH:3]=1.[CH2:15]1[O:25][C:24]2[C:17](=[C:18]([CH:21]=[CH:22][CH:23]=2)[CH:19]=O)[O:16]1.CO.[BH4-].[Na+]>C(O)=O>[O:25]1[C:24]2[CH:23]=[CH:22][CH:21]=[C:18]([CH2:19][NH:14][C:9]3[CH:10]=[CH:11][CH:12]=[CH:13][C:8]=3[O:1][C:2]3[CH:3]=[CH:4][CH:5]=[CH:6][CH:7]=3)[C:17]=2[O:16][CH2:15]1 |f:3.4|. Procedure details: A mixture of 2-phenoxy-phenylamine (410 mg, 2.22 mmol) and 2,3-(methylenedioxy)-benzaldehyde (500 mg, 3.33 mmol) was heated at 90° C. for 2 h under nitrogen. The reaction was cooled to 0° C. and MeOH (4 mL) was added, followed by NaBH4 (253 mg, 6.70 mmol) in portions over 20 min. The mixture was stirred at room temperature for 24 h. Formic acid (0.4 mL was added and the mixture stirred for 15 min. The solvents were removed in vacuo, the residue quenched with saturated aqueous NaHCO3 (50 mL), ext...